Dataset: the Open Reaction Database (ORD), a public repository of structured organic reaction records. Task: describe an organic reaction: reactants, conditions, products, and yield Starting materials: OC1C(CC(C1O)N1N=NC2=C1N=C(N=C2NC2C(C2)C2=CC=CC=C2)SC)C(=O)NC2=CC=CC=C2 (2,3-Dihydroxy-4-[5-(methylthio)-7-[(2-phenylcyclopropyl)amino]-3H-1,2,3-triazolo[4,5-d]pyrimidin-3-yl]-N-phenyl cyclopentanecarboxamide), C1(CCCC1)N (cyclopentylamine). Product: C1(CCCC1)NC(=O)C1C(C(C(C1)N1N=NC2=C1N=C(N=C2NC2C(C2)C2=CC=CC=C2)SC)O)O (N-Cyclopentyl-2,3-dihydroxy-4-[5-(methylthio)-7-[(2-phenylcyclopropyl)amino]-3H-1,2,3-triazolo[4,5-d]pyrimidin-3-yl]-cyclopentanecarboxamide). Reaction SMILES: [OH:1][CH:2]1[CH:6]([OH:7])[CH:5]([N:8]2[C:12]3[N:13]=[C:14]([S:27][CH3:28])[N:15]=[C:16]([NH:17][CH:18]4[CH2:20][CH:19]4[C:21]4[CH:26]=[CH:25][CH:24]=[CH:23][CH:22]=4)[C:11]=3[N:10]=[N:9]2)[CH2:4][CH:3]1[C:29]([NH:31][C:32]1[CH:37]=[CH:36][CH:35]=[CH:34]C=1)=[O:30].C1(N)CCCC1>>[CH:32]1([NH:31][C:29]([CH:3]2[CH2:4][CH:5]([N:8]3[C:12]4[N:13]=[C:14]([S:27][CH3:28])[N:15]=[C:16]([NH:17][CH:18]5[CH2:20][CH:19]5[C:21]5[CH:22]=[CH:23][CH:24]=[CH:25][CH:26]=5)[C:11]=4[N:10]=[N:9]3)[CH:6]([OH:7])[CH:2]2[OH:1])=[O:30])[CH2:37][CH2:36][CH2:35][CH2:34]1. Procedure: The title compound was prepared according to the method of example 1, step d) using the product of Example 20, step b) and cyclopentylamine, followed by deprotection according to the method of example 1, step e).